describe an organic reaction: reactants, conditions, products, and yield From a dataset of the Open Reaction Database (ORD), a public repository of structured organic reaction records. The reactants are phenylmethyl ester, OP(=O)(O[C@H](C(=O)N1[C@H](C(=O)OCC2=CC=CC=C2)CCC1)C)C(CC1=CC=CC=C1)NC(=O)OCC1=CC=CC=C1 (1-[(S)-2-[[Hydroxy[2-phenyl-1-[[(phenylmethoxy)carbonyl]amino]ethyl]phosphinyl]oxy]-1-oxopropyl]-L-proline, phenylmethyl ester), C(C)O (Ethanol). Run in [OH-].[Li+] (lithium hydroxide), O1CCOCC1 (dioxane), O (water). Run at time 8 hour. Product: OP(=O)(O[C@H](C(=O)N1[C@H](C(=O)O)CCC1)C)C(CC1=CC=CC=C1)NC(=O)OCC1=CC=CC=C1 (1-[(S)-2-[[hydroxy[2-phenyl-1-[[(phenylmethoxy)carbonyl]amino]ethyl]phosphinyl]oxy]-1-oxopropyl]-L-proline). As a reaction SMILES: [OH:1][P:2]([CH:24]([NH:32][C:33]([O:35][CH2:36][C:37]1[CH:42]=[CH:41][CH:40]=[CH:39][CH:38]=1)=[O:34])[CH2:25][C:26]1[CH:31]=[CH:30][CH:29]=[CH:28][CH:27]=1)([O:4][C@@H:5]([CH3:23])[C:6]([N:8]1[CH2:22][CH2:21][CH2:20][C@H:9]1[C:10]([O:12]CC1C=CC=CC=1)=[O:11])=[O:7])=[O:3].C(O)C>O1CCOCC1.[OH-].[Li+].O>[OH:3][P:2]([CH:24]([NH:32][C:33]([O:35][CH2:36][C:37]1[CH:42]=[CH:41][CH:40]=[CH:39][CH:38]=1)=[O:34])[CH2:25][C:26]1[CH:27]=[CH:28][CH:29]=[CH:30][CH:31]=1)([O:4][C@@H:5]([CH3:23])[C:6]([N:8]1[CH2:22][CH2:21][CH2:20][C@H:9]1[C:10]([OH:12])=[O:11])=[O:7])=[O:1] |f:3.4|. Reported procedure: The phenylmethyl ester product from part (a) (4.12 g., 6.9 mmole) is dissolved in dioxane (15 ml.) and 1N lithium hydroxide (15 ml.). Ethanol (several ml.) is added to solubilize the salts, and the reaction mixture is stirred overnight at room temperature under argon. The reaction mixture is diluted with water and washed with ether and ethyl acetate. This aqueous solution is acidified and extracted with ethyl acetate. This ethyl acetate solution is washed with brine, dried over sodium sulfate, a... The reactants are C(C)(C)(C)OC(NCCCN(S(=O)(=O)C)CC1=CC(=CC=C1)C1=NC(=NC=C1)Cl)=O ((3-{[3-(2-Chloro-pyrimidin-4-yl)-benzyl]-methanesulfonyl-amino}-propyl)-carbamic acid tert-butyl ester), C1(=CC=C(C=C1)CCN)C (2-p-tolyl-ethylamine), 454. Product: NCCCN(S(=O)(=O)C)CC1=CC(=CC=C1)C1=NC(=NC=C1)NCCC1=CC=C(C=C1)C (N-(3-Amino-propyl)-N-{3-[2-(2-p-tolyl-ethylamino)-pyrimidin-4-yl]-benzyl}-methanesulfonamide). As a reaction SMILES: C(OC(=O)[NH:7][CH2:8][CH2:9][CH2:10][N:11]([CH2:16][C:17]1[CH:22]=[CH:21][CH:20]=[C:19]([C:23]2[CH:28]=[CH:27][N:26]=[C:25](Cl)[N:24]=2)[CH:18]=1)[S:12]([CH3:15])(=[O:14])=[O:13])(C)(C)C.[C:31]1([CH3:40])[CH:36]=[CH:35][C:34]([CH2:37][CH2:38][NH2:39])=[CH:33][CH:32]=1>>[NH2:7][CH2:8][CH2:9][CH2:10][N:11]([CH2:16][C:17]1[CH:22]=[CH:21][CH:20]=[C:19]([C:23]2[CH:28]=[CH:27][N:26]=[C:25]([NH:39][CH2:38][CH2:37][C:34]3[CH:35]=[CH:36][C:31]([CH3:40])=[CH:32][CH:33]=3)[N:24]=2)[CH:18]=1)[S:12]([CH3:15])(=[O:13])=[O:14]. Procedure: Intermediate 4 was coupled to 2-p-tolyl-ethylamine following procedure F and the resulting product deprotected following procedure G. LC-MS showed the product had the expected M+H+ of 454. 1H NMR (Varian 300 MHz, CDCl3, shifts relative to the solvent peak at 7.24 ppm) δ 9.55 (br s, 1H) 8.1 (m, 2H) 7.6 (m, 4H) 7.2 (m, 4H) 4.4 (s, 2H) 3.81 (s, 2H) 3.37 (m, 2H) 2.97 (m, 4H) 2.94 (s, 3H) 2.25 (s, 3H) 1.75 (s, 2H) 1.69 (m, 2H). Starting materials: O (water), [H-].[Na+] (sodium hydride), FC(C(=O)OCC)(F)F (ethyl trifluoroacetate), C(C)OC(CCC#N)OCC (3-cyanopropionaldehyde diethyl acetal). Run in O1CCCC1 (tetrahydrofuran), O1CCCC1 (tetrahydrofuran). Yields the product C(C)OC(CC(C#N)C(C(F)(F)F)=O)OCC (3-Trifluoroacetyl-3-Cyanopropionalde-hyde Diethyl Acetal). The yield is 32.3%. Reaction SMILES: [H-].[Na+].[F:3][C:4]([F:11])([F:10])[C:5](OCC)=[O:6].[CH2:12]([O:14][CH:15]([O:20][CH2:21][CH3:22])[CH2:16][CH2:17][C:18]#[N:19])[CH3:13].O>O1CCCC1>[CH2:21]([O:20][CH:15]([O:14][CH2:12][CH3:13])[CH2:16][CH:17]([C:5](=[O:6])[C:4]([F:11])([F:10])[F:3])[C:18]#[N:19])[CH3:22] |f:0.1|. Procedure details: To a 40°-45° C. stirring suspension of hexanewashed sodium hydride (5.5 g of a 60% dispersion, 0.14 mol) in 200 mL of dried tetrahydrofuran is added dropwise a solution of ethyl trifluoroacetate (15 g, 0.11 mol) and 3-cyanopropionaldehyde diethyl acetal (17 g, 0.11 mol) in 100 mL of dry tetrahydrofuran. The previously gray suspension slowly turns light brown in color. The reaction mixture is stirred at 50°-55° C. overnight before being quenched by slow addition of 2-propanol (15 mL). Rotary evap...